From a dataset of the Open Reaction Database (ORD), a public repository of structured organic reaction records. describe an organic reaction: reactants, conditions, products, and yield The product is C(C1=CC=CC=C1)(=O)N1CCC(CC1)CC(=O)OCC (N-benzoyl-4-(carbethoxymethyl)piperidine). Starting materials: C(C1=CC=CC=C1)(=O)N1CCC(CC1)=CC(=O)OCC (N-benzoyl-4-(carbethoxymethylene) piperidine). Solvent: C(C)O (ethanol). Reported procedure: 16.4 g. of the above piperidine were dissolved in 300 ml of ethanol to which was added 1.0 g. of 10 percent Pd/C. The mixture was placed in a low pressure hydrogenation apparatus and hydrogenated at a pressure of about 60 psi. The catalyst was removed by filtration and the solvents evaporated from the hydrogenation mixture in vacuo. N-benzoyl-4-(carbethoxymethyl)piperidine formed in the above reaction remained as a residue and was purified by distillation. A yield of about 15.86 g. of the compou... The reagents and catalysts are [Pd] (Pd/C). RXN SMILES: [C:1]([N:9]1[CH2:14][CH2:13][C:12](=[CH:15][C:16]([O:18][CH2:19][CH3:20])=[O:17])[CH2:11][CH2:10]1)(=[O:8])[C:2]1[CH:7]=[CH:6][CH:5]=[CH:4][CH:3]=1>C(O)C.[Pd]>[C:1]([N:9]1[CH2:14][CH2:13][CH:12]([CH2:15][C:16]([O:18][CH2:19][CH3:20])=[O:17])[CH2:11][CH2:10]1)(=[O:8])[C:2]1[CH:3]=[CH:4][CH:5]=[CH:6][CH:7]=1.